Task: describe an organic reaction: reactants, conditions, products, and yield. Dataset: the Open Reaction Database (ORD), a public repository of structured organic reaction records Starting materials: BrC=1C=CC2=C(CC(CO2)=O)C1 (6-bromo-2H-1-benzopyran-3(4H)-one), C(CO)O (ethyleneglycol), C1(=CC=C(C=C1)S(=O)(=O)O)C (para-toluenesulfonic acid). The solvent is C1(=CC=CC=C1)C (toluene). Conditions: temperature 100 celsius. Yields the product BrC=1C=CC2=C(CC3(OCCO3)CO2)C1 (6-bromospiro[2H-1-benzopyran-3(4H), 2′-[1,3]dioxolane]). Isolated yield 94.7%. As a reaction SMILES: [Br:1][C:2]1[CH:3]=[CH:4][C:5]2[O:10][CH2:9][C:8](=[O:11])[CH2:7][C:6]=2[CH:12]=1.[CH2:13](O)[CH2:14][OH:15].C1(C)C=CC(S(O)(=O)=O)=CC=1>C1(C)C=CC=CC=1>[Br:1][C:2]1[CH:3]=[CH:4][C:5]2[O:10][CH2:9][C:8]3([O:15][CH2:14][CH2:13][O:11]3)[CH2:7][C:6]=2[CH:12]=1. Reported procedure: To a solution of 6-bromo-2H-1-benzopyran-3(4H)-one (300 mg, 1.13 mmol) in toluene (2 mL) was added ethyleneglycol (163 mg 2.64 mmol) and para-toluenesulfonic acid (27 mg, 0.13 mmol). The reaction mixture was heated at 100° C. for 6 hrs. The reaction mixture was cooled and the solvent concentrated. The resultant residue was partitioned between ethyl acetate and water. The organic phase was washed with water, brine, dried over Na2SO4 and concentrated under vacuum to give the title compound (290 mg... Reactants: [C@@H]12C(CC[C@H]2C1)=O ((1R,5S)-bicyclo[3.1.0]hexan-2-one), C(C(=O)OCC)(=O)OCC (diethyl oxalate), CC(C)([O-])C.[K+] (potassium tert-butoxide), Cl.FC1=C(C=CC(=C1)F)NN ((2,4-difluorophenyl)hydrazine hydrochloride), aqueous solution, Cl (hydrogen chloride). Reaction SMILES: [C@@H:1]12[CH2:6][C@@H:5]1[CH2:4][CH2:3][C:2]2=O.[C:8]([O:15]CC)(=[O:14])[C:9](OCC)=O.CC(C)([O-])C.[K+].Cl.[F:25][C:26]1[CH:31]=[C:30]([F:32])[CH:29]=[CH:28][C:27]=1[NH:33][NH2:34].Cl>C(O)C.[Cl-].[Na+].O.C1COCC1>[F:25][C:26]1[CH:31]=[C:30]([F:32])[CH:29]=[CH:28][C:27]=1[N:33]1[C:2]2[C@@H:1]3[CH2:6][C@@H:5]3[CH2:4][C:3]=2[C:9]([C:8]([OH:15])=[O:14])=[N:34]1 |f:2.3,4.5,8.9.10|. Conditions: temperature 40 celsius, time 18 hour. Procedure details: To a solution of (1R,5S)-bicyclo[3.1.0]hexan-2-one (9.19 g, 96 mmol) and diethyl oxalate (12.98 mL, 96 mmol) in absolute ethanol (300 mL) was added a 1.0 M THF solution of potassium tert-butoxide (105 mL, 105 mmol). The resulting yellow solution was stirred at 20° C. for 2 h. (2,4-difluorophenyl)hydrazine hydrochloride (17.26 g, 96 mmol) was added followed by a 3.0 M aqueous solution of hydrogen chloride (96 mL, 287 mmol). The reaction was stirred at 40° C. for 18 h. The volume was reduced by ab... Run in C(C)O (ethanol), C1CCOC1 (THF), [Cl-].[Na+].O (brine). Product: FC1=C(C=CC(=C1)F)N1N=C(C=2C[C@@H]3[C@H](C12)C3)C(=O)O ((1aR,5aR)-2-(2,4-Difluoro-phenyl)-1a,2,5,5a-tetrahydro-1H-2,3-diaza-cyclopropa[a]pentalene-4-carboxylic Acid). Isolated yield 69.4%.